Dataset: the Open Reaction Database (ORD), a public repository of structured organic reaction records. Task: describe an organic reaction: reactants, conditions, products, and yield Reactants: C(#N)CCCOC1=CC=C(C=C1)C1C(CN(CC1)C(=O)OC(C)(C)C)OCC1=CC=C2CCC(N(C2=C1)CCCOC)=O (tert-butyl 4-[4-(3-cyanopropoxy)phenyl]-3-[1-(3-methoxypropyl)-2-oxo-1,2,3,4-tetrahydroquinolin-7-ylmethoxy]piperidine-1-carboxylate). Reagents/catalysts: [Ni] (Raney nickel). Run in N (ammonia). The product is NCCCCOC1=CC=C(C=C1)C1C(CN(CC1)C(=O)OC(C)(C)C)OCC1=CC=C2CCC(N(C2=C1)CCCOC)=O (tert-Butyl 4-[4-(4-aminobutoxy)phenyl]-3-[1-(3-methoxypropyl)-2-oxo-1,2,3,4-tetrahydroquinolin-7-ylmethoxy]piperidine-1-carboxylate), SiO2. As a reaction SMILES: [C:1]([CH2:3][CH2:4][CH2:5][O:6][C:7]1[CH:12]=[CH:11][C:10]([CH:13]2[CH2:18][CH2:17][N:16]([C:19]([O:21][C:22]([CH3:25])([CH3:24])[CH3:23])=[O:20])[CH2:15][CH:14]2[O:26][CH2:27][C:28]2[CH:37]=[C:36]3[C:31]([CH2:32][CH2:33][C:34](=[O:43])[N:35]3[CH2:38][CH2:39][CH2:40][O:41][CH3:42])=[CH:30][CH:29]=2)=[CH:9][CH:8]=1)#[N:2]>N.[Ni]>[NH2:2][CH2:1][CH2:3][CH2:4][CH2:5][O:6][C:7]1[CH:12]=[CH:11][C:10]([CH:13]2[CH2:18][CH2:17][N:16]([C:19]([O:21][C:22]([CH3:24])([CH3:23])[CH3:25])=[O:20])[CH2:15][CH:14]2[O:26][CH2:27][C:28]2[CH:37]=[C:36]3[C:31]([CH2:32][CH2:33][C:34](=[O:43])[N:35]3[CH2:38][CH2:39][CH2:40][O:41][CH3:42])=[CH:30][CH:29]=2)=[CH:9][CH:8]=1. Reported procedure: The solution of 0.650 g of tert-butyl 4-[4-(3-cyanopropoxy)phenyl]-3-[1-(3-methoxypropyl)-2-oxo-1,2,3,4-tetrahydroquinolin-7-ylmethoxy]piperidine-1-carboxylate in 10 ml of ammonia (2M in methanol) is hydrogenated in the presence of 0.65 g of Raney nickel at 45° C. over 3 hours. The reaction mixture is clarified by filtration and the filtrate is concentrated by evaporation. The title compound is obtained as a brown oil from the residue by means of flash chromatography (SiO2 60F). Rf=0.13 (200:20:... The reactants are COC=1C=C2C(C=CNC2=CC1OC)=O (6,7-dimethoxy-1,4-dihydroquinolin-4-one), S(=O)(Cl)Cl (thionyl chloride). Run in CN(C)C=O (DMF). Yields the product Cl.ClC1=CC=NC2=CC(=C(C=C12)OC)OC (4-chloro-6,7-dimethoxyquinoline hydrochloride). Reaction SMILES: [CH3:1][O:2][C:3]1[CH:4]=[C:5]2[C:10](=[CH:11][C:12]=1[O:13][CH3:14])[NH:9][CH:8]=[CH:7][C:6]2=O.S(Cl)([Cl:18])=O>CN(C=O)C>[ClH:18].[Cl:18][C:6]1[C:5]2[C:10](=[CH:11][C:12]([O:13][CH3:14])=[C:3]([O:2][CH3:1])[CH:4]=2)[N:9]=[CH:8][CH:7]=1 |f:3.4|. Procedure: A suspension of 6,7-dimethoxy-1,4-dihydroquinolin-4-one (3 g, 14 mmol), (J. Chem. Soc. 1940, 1209), in thionyl chloride (60 ml) and DMF (0.3 ml) was heated at reflux for 3 hours. Excess thionyl chloride was removed by evaporation and the residue azeotroped with toluene and washed with ether to give 4-chloro-6,7-dimethoxyquinoline hydrochloride. The reactants are ClC1=C(C(=O)O)C=C(C=C1Cl)Cl (2,3,5-trichlorobenzoic acid), [OH-].[Na+] (sodium hydroxide), [H-].[Al+3].[Li+].[H-].[H-].[H-] (lithium aluminum hydride), O (water), O (water). The solvent is C(C)OCC (diethyl ether), C(C)OCC (diethyl ether). Yields the product ClC1=C(C=C(C=C1Cl)Cl)CO (2,3,5-trichlorophenylmethanol). The yield is 72.8%. As a reaction SMILES: [H-].[Al+3].[Li+].[H-].[H-].[H-].[Cl:7][C:8]1[C:16]([Cl:17])=[CH:15][C:14]([Cl:18])=[CH:13][C:9]=1[C:10](O)=[O:11].O.[OH-].[Na+]>C(OCC)C>[Cl:7][C:8]1[C:16]([Cl:17])=[CH:15][C:14]([Cl:18])=[CH:13][C:9]=1[CH2:10][OH:11] |f:0.1.2.3.4.5,8.9|. Reported procedure: A suspension of 5.5 grams (0.144 mole) of lithium aluminum hydride in 300 mL of diethyl ether was stirred, and 25.0 grams (0.111 mole) of 2,3,5-trichlorobenzoic acid in 200 mL of diethyl ether was added dropwise at a rate which maintained a gentle reflux. The complete addition required about 75 minutes. Upon completion of addition, the reaction was mixture heated at reflux for 4.5 hours. After this time the reaction mixture was stirred for about 16 hours, during which time it was allowed to cool... Starting materials: CC(C)=O, ClC(Cl)Cl, Fc1cc2c(cc1Cl)C(Cl)Cc1ccccc1S2, OCCN1CCNCC1. Yields the product OCCN1CCN(C2Cc3ccccc3Sc3cc(F)c(Cl)cc32)CC1. Reaction SMILES: [CH3:28][C:29](=[O:30])[CH3:31].[CH:32]([Cl:33])([Cl:34])[Cl:35].[F:1][c:2]1[cH:3][c:4]2[c:5]([cH:16][c:17]1[Cl:18])[CH:6]([Cl:15])[CH2:7][c:8]1[c:9]([cH:11][cH:12][cH:13][cH:14]1)[S:10]2.[OH:19][CH2:20][CH2:21][N:22]1[CH2:23][CH2:24][NH:25][CH2:26][CH2:27]1>>[F:1][c:2]1[cH:3][c:4]2[c:5]([cH:16][c:17]1[Cl:18])[CH:6]([N:25]1[CH2:24][CH2:23][N:22]([CH2:21][CH2:20][OH:19])[CH2:27][CH2:26]1)[CH2:7][c:8]1[c:9]([cH:11][cH:12][cH:13][cH:14]1)[S:10]2. Reactants: ClC1=NC(=C(C(=O)OC)C(=C1)C#N)C=1C=NN(C1)C (methyl 6-chloro-4-cyano-2-(1-methyl-1H-pyrazol-4-yl)nicotinate), N[C@@H](C(=O)N)CC(C)C ((R)-2-amino-4-methylpentanamide), O (Water). Solvent: CC(=O)N(C)C (DMA). Conditions: temperature 150 celsius, time 12 hour. The product is NC([C@@H](CC(C)C)NC1=NC(=C(C(=O)OC)C(=C1)C#N)C=1C=NN(C1)C)=O ((R)-Methyl 6-(1-amino-4-methyl-1-oxopentan-2-ylamino)-4-cyano-2-(1-methyl-1H-pyrazol-4-yl)nicotinate). Yield: 10.5%. RXN SMILES: Cl[C:2]1[CH:11]=[C:10]([C:12]#[N:13])[C:5]([C:6]([O:8][CH3:9])=[O:7])=[C:4]([C:14]2[CH:15]=[N:16][N:17]([CH3:19])[CH:18]=2)[N:3]=1.[NH2:20][C@H:21]([CH2:25][CH:26]([CH3:28])[CH3:27])[C:22]([NH2:24])=[O:23].O>CC(N(C)C)=O>[NH2:24][C:22](=[O:23])[C@H:21]([NH:20][C:2]1[CH:11]=[C:10]([C:12]#[N:13])[C:5]([C:6]([O:8][CH3:9])=[O:7])=[C:4]([C:14]2[CH:15]=[N:16][N:17]([CH3:19])[CH:18]=2)[N:3]=1)[CH2:25][CH:26]([CH3:28])[CH3:27]. Reported procedure: A mixture of methyl 6-chloro-4-cyano-2-(1-methyl-1H-pyrazol-4-yl)nicotinate (82.9 mg, 0.300 mmol) and (R)-2-amino-4-methylpentanamide (39.0 mg, 0.300 mmol) in DMA (2 mL) was stirred at 150° C. for 12 h. Water was subsequently added and the mixture was extracted with EtOAc. The organic layers were washed with saturated aq NaHCO3, water, and brine, were dried over anhydrous Na2SO4, and filtered. The filtrate was concentrated under reduced pressure. The residue was purified by column chromatography... The reactants are BrC1=C(C=C(C(=O)O)C=C1)F (4-bromo-3-fluorobenzoic acid), Cl.CNC1CC1 (N-methylcyclopropanamine hydrochloride), Cl.Cl.C[Si](CCOCN1C=CC2=C1N=CN=C2C=2C=NN(C2)C2(CNC2)CC#N)(C)C ({3-[4-(7-{[2-(trimethylsilyl)ethoxy]methyl}-7H-pyrrolo[2,3-d]pyrimidin-4-yl)-1H-pyrazol-1-yl]azetidin-3-yl}acetonitrile dihydrochloride). Product: C(#N)CC1(CN(C1)C1=C(C=C(C(=O)N(C)C2CC2)C=C1)F)N1N=CC(C1)C=1C2=C(N=CN1)NC=C2 (4-{3-(Cyanomethyl)-3-[4-(7H-pyrrolo[2,3-d]pyrimidin-4-yl)4H-pyrazol-1-yl]azetidin-1-yl}-N-cyclopropyl-3-fluoro-N-methylbenzamide). Reaction SMILES: Br[C:2]1[CH:10]=[CH:9][C:5]([C:6]([OH:8])=O)=[CH:4][C:3]=1[F:11].Cl.[CH3:13][NH:14][CH:15]1[CH2:17][CH2:16]1.Cl.Cl.C[Si](C)(C)CCOC[N:26]1[C:30]2[N:31]=[CH:32][N:33]=[C:34]([C:35]3[CH:36]=[N:37][N:38]([C:40]4([CH2:44][C:45]#[N:46])[CH2:43][NH:42][CH2:41]4)[CH:39]=3)[C:29]=2[CH:28]=[CH:27]1>>[C:45]([CH2:44][C:40]1([N:38]2[CH2:39][CH:35]([C:34]3[C:29]4[CH:28]=[CH:27][NH:26][C:30]=4[N:31]=[CH:32][N:33]=3)[CH:36]=[N:37]2)[CH2:43][N:42]([C:2]2[CH:10]=[CH:9][C:5]([C:6]([N:14]([CH:15]3[CH2:17][CH2:16]3)[CH3:13])=[O:8])=[CH:4][C:3]=2[F:11])[CH2:41]1)#[N:46] |f:1.2,3.4.5|. Reported procedure: This compound was prepared by using procedures analogous to those described for the synthesis of Example 3, Step 1-3 starting from 4-bromo-3-fluorobenzoic acid, N-methylcyclopropanamine hydrochloride (J&W PharmLab: Cat. 420-0433S) and {3-[4-(7-{[2-(trimethylsilyl)ethoxy]methyl}-7H-pyrrolo[2,3-d]pyrimidin-4-yl)-1H-pyrazol-1-yl]azetidin-3-yl}acetonitrile dihydrochloride. LCMS (M+H)+: m/z=471.2. 1H NMR (400 MHz, DMSO-D6): δ 12.83 (s, 1H), 9.17 (s, 1H), 8.91 (s, 1H), 8.60 (s, 1H), 7.85 (s, 1H), 7.33... Starting materials: P(Cl)(Cl)(Cl)(Cl)Cl (phosphorus pentachloride), C(CC(C)O)O (1,3-butanediol), S1C(=CC=C1)CC(=O)NC1[C@@H]2N(C(=C(CS2)C[N+]2=CC(=CC=C2)Cl)C(=O)[O-])C1=O (7-(2-thienylacetamido)-3-(3-chloro-1-pyridiniomethyl)-3-cephem-4-carboxylate), CN(C1=CC=CC=C1)C (N,N-dimethylaniline), C[Si](C)(C)Cl (trimethylsilylchloride). The solvent is C(Cl)Cl (methylene chloride), C(Cl)Cl (methylene chloride). Run at temperature -30 celsius, time 15 minute. Yields the product Cl.Cl.NC1[C@@H]2N(C(=C(CS2)C[N+]2=CC(=CC=C2)Cl)C(=O)[O-])C1=O (7-amino-3-(3-chloro-1-pyridiniomethyl)-3-cephem-4-carboxylate dihydrochloride). The yield is 177.6%. Reaction SMILES: S1C=CC=C1CC([NH:9][CH:10]1[C:28](=[O:29])[N:12]2[C:13]([C:25]([O-:27])=[O:26])=[C:14]([CH2:17][N+:18]3[CH:23]=[CH:22][CH:21]=[C:20]([Cl:24])[CH:19]=3)[CH2:15][S:16][C@H:11]12)=O.CN(C)C1C=CC=CC=1.C[Si]([Cl:43])(C)C.P(Cl)(Cl)(Cl)(Cl)Cl.C(O)CC(O)C>C(Cl)Cl>[ClH:24].[ClH:43].[NH2:9][CH:10]1[C:28](=[O:29])[N:12]2[C:13]([C:25]([O-:27])=[O:26])=[C:14]([CH2:17][N+:18]3[CH:23]=[CH:22][CH:21]=[C:20]([Cl:24])[CH:19]=3)[CH2:15][S:16][C@H:11]12 |f:6.7.8|. Procedure details: To a mixture of 7-(2-thienylacetamido)-3-(3-chloro-1-pyridiniomethyl)-3-cephem-4-carboxylate (22.5 g) and N,N-dimethylaniline (60.0 g) in methylene chloride (400 ml) was added dropwise trimethylsilylchloride (50.0 g) at ambient temperature under stirring, which was continued for 15 minutes at the same temperature. The reaction mixture was cooled to -30° C. and phosphorus pentachloride (31.2 g) was added thereto under stirring, which was continued for one hour at -30° to -25° C. The reaction mixt...